Dataset: the Open Reaction Database (ORD), a public repository of structured organic reaction records. Task: describe an organic reaction: reactants, conditions, products, and yield Procedure details: The title compound was prepared in an analogous manner to that of Example 228, except that 1-chloro-4-cyano-N-(4-methoxybenzyl)-N-(pyrimidin-4-yl)isoquinoline-6-sulfonamide and (2-methoxy-4-(trifluoromethyl)phenyl)boronic acid were used as the coupling partners. The final compound was purified via column chromatography (12 g silica gel column, gradient elution 50 to 100% EtOAc:Heptane) to afford 4-cyano-1-(2-methoxy-4-(trifluoromethyl)phenyl)-N-(pyrimidin-4-yl)isoquinoline-6-sulfonamide as a whi... RXN SMILES: Cl[C:2]1[C:11]2[C:6](=[CH:7][C:8]([S:12]([N:15](CC3C=CC(OC)=CC=3)[C:16]3[CH:21]=[CH:20][N:19]=[CH:18][N:17]=3)(=[O:14])=[O:13])=[CH:9][CH:10]=2)[C:5]([C:31]#[N:32])=[CH:4][N:3]=1.[CH3:33][O:34][C:35]1[CH:40]=[C:39]([C:41]([F:44])([F:43])[F:42])[CH:38]=[CH:37][C:36]=1B(O)O>>[C:31]([C:5]1[C:6]2[C:11](=[CH:10][CH:9]=[C:8]([S:12]([NH:15][C:16]3[CH:21]=[CH:20][N:19]=[CH:18][N:17]=3)(=[O:13])=[O:14])[CH:7]=2)[C:2]([C:36]2[CH:37]=[CH:38][C:39]([C:41]([F:44])([F:43])[F:42])=[CH:40][C:35]=2[O:34][CH3:33])=[N:3][CH:4]=1)#[N:32]. Starting materials: ClC1=NC=C(C2=CC(=CC=C12)S(=O)(=O)N(C1=NC=NC=C1)CC1=CC=C(C=C1)OC)C#N (1-chloro-4-cyano-N-(4-methoxybenzyl)-N-(pyrimidin-4-yl)isoquinoline-6-sulfonamide), COC1=C(C=CC(=C1)C(F)(F)F)B(O)O ((2-methoxy-4-(trifluoromethyl)phenyl)boronic acid). The product is C(#N)C1=CN=C(C2=CC=C(C=C12)S(=O)(=O)NC1=NC=NC=C1)C1=C(C=C(C=C1)C(F)(F)F)OC (4-cyano-1-(2-methoxy-4-(trifluoromethyl)phenyl)-N-(pyrimidin-4-yl)isoquinoline-6-sulfonamide). Starting materials: O1C2=C(CCCC1)C=CC=C2N (2,3,4,5-tetrahydro-benzo[b]oxepin-9-ylamine), ClC1=NC=C(C(=N1)NC1=C(C=CC=C1)OC)Cl ((2,5-dichloro-pyrimidin-4-yl)-(2-methoxy-phenyl)-amine). Yields the product ClC=1C(=NC(=NC1)NC1=CC=CC2=C1OCCCC2)NC2=C(C=CC=C2)OC (5-Chloro-N*4*-(2-methoxy-phenyl)-N*2*-(2,3,4,5-tetrahydrobenzo[b]oxepin-9-yl)-pyrimidine-2,4-diamine), solid. Yield: 30.0%. Reaction SMILES: [O:1]1[CH2:7][CH2:6][CH2:5][CH2:4][C:3]2[CH:8]=[CH:9][CH:10]=[C:11]([NH2:12])[C:2]1=2.Cl[C:14]1[N:19]=[C:18]([NH:20][C:21]2[CH:26]=[CH:25][CH:24]=[CH:23][C:22]=2[O:27][CH3:28])[C:17]([Cl:29])=[CH:16][N:15]=1>>[Cl:29][C:17]1[C:18]([NH:20][C:21]2[CH:26]=[CH:25][CH:24]=[CH:23][C:22]=2[O:27][CH3:28])=[N:19][C:14]([NH:12][C:11]2[C:2]3[O:1][CH2:7][CH2:6][CH2:5][CH2:4][C:3]=3[CH:8]=[CH:9][CH:10]=2)=[N:15][CH:16]=1. Reported procedure: The title compound was prepared from 2,3,4,5-tetrahydro-benzo[b]oxepin-9-ylamine and (2,5-dichloro-pyrimidin-4-yl)-(2-methoxy-phenyl)-amine in analogous manner to Example 179. Product was isolated as a light pink solid (20 mg, 30%). LCMS (m/e) 397 (M+H); 1H NMR (DMSO-d6, 400 MHz) δ 8.27 (s, 1H), 8.13 (s, 1H), 8.00 (s, 1H), 7.86 (d, 1H, J=7.3 Hz), 7.72 (d, 1H, J=7.8 Hz), 7.19 (dd, 1H, J=7.3, 8.3 Hz), 7.12 (d, 1H, J=8.3 Hz), 6.94 (td, 1H, J=7.6 Hz), 6.76 (m, 2H), 3.94 (m, 2H), 3.82 (s, 3H), 2.72 (... The reactants are [N+](=O)([O-])C=1C=C(C=C(C(=O)OC)C(=O)C)C=CC1 (methyl 2-(3-nitrobenzylidene)-acetoacetate), N\C(=C/C(=O)OCCOC)\CN1C=NC=C1 (2-methoxyethyl 3-amino-4-(imidazol-1-yl)crotonate). Run in C(C)O (ethanol). Yields the product COC(=O)C=1C(C(=C(NC1C)CN1C=NC=C1)C(=O)OCCOC)C1=CC(=CC=C1)[N+](=O)[O-] (1,4-Dihydro-2-(imidazol-1-ylmethyl)-6-methyl-4-(3-nitro-phenyl)pyridine-3,5-dicarboxylic acid 3-(2-methoxy)ethyl 5-methyl ester). RXN SMILES: [N+:1]([C:4]1[CH:5]=[C:6]([CH:16]=[CH:17][CH:18]=1)[CH:7]=[C:8]([C:13]([CH3:15])=O)[C:9]([O:11][CH3:12])=[O:10])([O-:3])=[O:2].[NH2:19]/[C:20](/[CH2:29][N:30]1[CH:34]=[CH:33][N:32]=[CH:31]1)=[CH:21]\[C:22]([O:24][CH2:25][CH2:26][O:27][CH3:28])=[O:23]>C(O)C>[CH3:12][O:11][C:9]([C:8]1[CH:7]([C:6]2[CH:16]=[CH:17][CH:18]=[C:4]([N+:1]([O-:3])=[O:2])[CH:5]=2)[C:21]([C:22]([O:24][CH2:25][CH2:26][O:27][CH3:28])=[O:23])=[C:20]([CH2:29][N:30]2[CH:34]=[CH:33][N:32]=[CH:31]2)[NH:19][C:13]=1[CH3:15])=[O:10]. Procedure details: A mixture of methyl 2-(3-nitrobenzylidene)-acetoacetate (2.5 g, 0.01 mol), ethanol (20 ml) and 2-methoxyethyl 3-amino-4-(imidazol-1-yl)crotonate (3 g) is heated at reflux for 5 hours to give the title compound. Reactants: ClCC1=CC=C(C(=O)O)C=C1 (4-chloromethylbenzoic acid), Cl (hydrochloric acid), COC1=CC=C(C=2CC(OC21)(C)C)C2=NNC([C@H]1CC=CC[C@@H]21)=O ((cis)-4-(7-Methoxy-2,2-dimethyl-2,3-dihydro-benzofuran-4-yl)-4a,5,8,8a-tetrahydro-2H-phthalazin-1-one), [H-].[Na+] (sodium hydride). Solvent: CN(C=O)C (dimethylformamide), O (water). Reaction conditions: time 18 hour. Product: COC1=CC=C(C=2CC(OC21)(C)C)C2=NN(C([C@H]1CC=CC[C@@H]21)=O)CC2=CC=C(C(=O)O)C=C2 ((cis)-4-[4-(7-Methoxy-2,2-dimethyl-2,3-dihydro-benzofuran-4-yl)-1-oxo-4a,5,8,8a-tetrahydro-1H-phthalazin-2-ylmethyl]-benzoic acid). RXN SMILES: [CH3:1][O:2][C:3]1[C:11]2[O:10][C:9]([CH3:13])([CH3:12])[CH2:8][C:7]=2[C:6]([C:14]2[C@H:23]3[C@H:18]([CH2:19][CH:20]=[CH:21][CH2:22]3)[C:17](=[O:24])[NH:16][N:15]=2)=[CH:5][CH:4]=1.[H-].[Na+].Cl[CH2:28][C:29]1[CH:37]=[CH:36][C:32]([C:33]([OH:35])=[O:34])=[CH:31][CH:30]=1.Cl>CN(C)C=O.O>[CH3:1][O:2][C:3]1[C:11]2[O:10][C:9]([CH3:13])([CH3:12])[CH2:8][C:7]=2[C:6]([C:14]2[C@H:23]3[C@H:18]([CH2:19][CH:20]=[CH:21][CH2:22]3)[C:17](=[O:24])[N:16]([CH2:28][C:29]3[CH:37]=[CH:36][C:32]([C:33]([OH:35])=[O:34])=[CH:31][CH:30]=3)[N:15]=2)=[CH:5][CH:4]=1 |f:1.2|. Procedure: To a solution of 0.05 mole of (cis)-4-(7-Methoxy-2,2-dimethyl-2,3-dihydro-benzofuran-4-yl)-4a,5,8,8a-tetrahydro-2H-phthalazin-1-one (starting compound A12) and 0.15 mole of sodium hydride in 100 ml of dimethylformamide is stirred at RT for 30 min, after which 0.05 mole of 4-chloromethylbenzoic acid is added. This mixture is left stirring for 18 h, after which it is poured into water. This solution is acidified with hydrochloric acid and subsequently extracted with dichloromethane. The organic so... Reactants: FC1=C(C=C(C(=C1)Cl)OC(=O)OCC(C)C)NC(OC)=O (methyl N-(2-fluoro-4-chloro-5-isobutyloxycarbonyloxyphenyl)carbamate), Cl (hydrochloric acid), C1(=CC=C(C=C1)S(=O)(=O)OC1CC(CC1)C)C (3-methylcyclopentyl p-toluenesulfonate), C([O-])([O-])=O.[K+].[K+] (potassium carbonate). Solvent: CO (methanol). Run at time 5 hour. Yields the product FC1=C(C=C(C(=C1)Cl)OC1CC(CC1)C)NC(OC)=O (methyl N-{2-fluoro-4-chloro-5-(3-methylcyclopentyl)oxyphenyl}carbamate). Isolated yield 75.0%. Reaction SMILES: [F:1][C:2]1[CH:7]=[C:6]([Cl:8])[C:5]([O:9][C:10](OCC(C)C)=O)=[CH:4][C:3]=1[NH:17][C:18](=[O:21])[O:19][CH3:20].[C:22]1([CH3:38])[CH:27]=CC(S(OC2CCC(C)C2)(=O)=O)=[CH:24][CH:23]=1.C(=O)([O-])[O-].[K+].[K+].Cl>CO>[F:1][C:2]1[CH:7]=[C:6]([Cl:8])[C:5]([O:9][CH:10]2[CH2:24][CH2:23][CH:22]([CH3:38])[CH2:27]2)=[CH:4][C:3]=1[NH:17][C:18](=[O:21])[O:19][CH3:20] |f:2.3.4|. Reported procedure: A solution of methyl N-(2-fluoro-4-chloro-5-isobutyloxycarbonyloxyphenyl)carbamate (5.37 g, 16.8 mmol) prepared by the process as shown in Reference Example 3, 3-methylcyclopentyl p-toluenesulfonate (5.0 g, 20.2 mmol) and potassium carbonate (2.32 g, 16.8 mmol) in methanol (50 ml) was stirred for 5 hours under refluxing. After completion of the reaction, the reaction mixture was poured into 1N hydrochloric acid (100 ml), and the mixture was extracted with ethyl acetate (50 ml×3 times). The organ... Reactants: CCCCP(CCCC)CCCC, COC(=O)CCc1ccc(S)cc1C, Cc1ccccc1, CCCCCC, CC(O)c1sc(-c2ccc(C(F)(F)F)cc2)cc1I, O=C(N=NC(=O)N1CCCCC1)N1CCCCC1. The product is COC(=O)CCc1ccc(SC(C)c2sc(-c3ccc(C(F)(F)F)cc3)cc2I)cc1C. RXN SMILES: [CH2:34]([P:35]([CH2:36][CH2:37][CH2:38][CH3:39])[CH2:40][CH2:41][CH2:42][CH3:43])[CH2:44][CH2:45][CH3:46].[CH3:20][O:21][C:22]([CH2:23][CH2:24][c:25]1[c:26]([CH3:32])[cH:27][c:28]([SH:31])[cH:29][cH:30]1)=[O:33].[CH3:65][c:66]1[cH:67][cH:68][cH:69][cH:70][cH:71]1.[CH3:72][CH2:73][CH2:74][CH2:75][CH2:76][CH3:77].[I:1][c:2]1[c:3]([CH:17]([CH3:18])[OH:19])[s:4][c:5](-[c:7]2[cH:8][cH:9][c:10]([C:13]([F:14])([F:15])[F:16])[cH:11][cH:12]2)[cH:6]1.[N:47]([C:48]([N:49]1[CH2:50][CH2:51][CH2:52][CH2:53][CH2:54]1)=[O:55])=[N:56][C:57]([N:58]1[CH2:59][CH2:60][CH2:61][CH2:62][CH2:63]1)=[O:64]>>[I:1][c:2]1[c:3]([CH:17]([CH3:18])[S:31][c:28]2[cH:27][c:26]([CH3:32])[c:25]([CH2:24][CH2:23][C:22]([O:21][CH3:20])=[O:33])[cH:30][cH:29]2)[s:4][c:5](-[c:7]2[cH:8][cH:9][c:10]([C:13]([F:14])([F:15])[F:16])[cH:11][cH:12]2)[cH:6]1. Reactants: Cl.C(N)(=O)[C@H](C[C@@H]1C=2C=3C(=NC=NC3SC2CC1)OC1CCC(CC1)NC)NC(OCC1=CC=CC=C1)=O (benzyl N-[(1S)-1-carbamoyl-2-[(3R)-12-[[4-(methylamino)cyclohexyl]oxy]-7-thia-9,11-diazatricyclo[6.4.0.0[2,6]]dodeca-1(8),2(6),9,11-tetraen-3-yl]ethyl]carbamate hydrochloride), C=O (HCHO), [BH3-]C#N.[Na+] (NaBH3CN). Run in CO (methanol). Conditions: time 0.5 hour. The product is C(N)(=O)[C@H](C[C@@H]1C=2C=3C(=NC=NC3SC2CC1)OC1CCC(CC1)N(C)C)NC(OCC1=CC=CC=C1)=O (benzyl N-[(1S)-1-carbamoyl-2-[(3R)-12-[[4-(dimethylamino)cyclohexyl]oxy]7-thia-9,11-diazatricyclo[6.4.0.0[2,6]]dodeca-1(8),2(6),9,11-tetraen-3-yl]ethyl]carbamate). Isolated yield 51.7%. As a reaction SMILES: Cl.[C:2]([C@@H:5]([NH:28][C:29](=[O:38])[O:30][CH2:31][C:32]1[CH:37]=[CH:36][CH:35]=[CH:34][CH:33]=1)[CH2:6][C@H:7]1[CH2:18][CH2:17][C:16]2[S:15][C:14]3[N:13]=[CH:12][N:11]=[C:10]([O:19][CH:20]4[CH2:25][CH2:24][CH:23]([NH:26][CH3:27])[CH2:22][CH2:21]4)[C:9]=3[C:8]1=2)(=[O:4])[NH2:3].C=O.[BH3-][C:42]#N.[Na+]>CO>[C:2]([C@@H:5]([NH:28][C:29](=[O:38])[O:30][CH2:31][C:32]1[CH:37]=[CH:36][CH:35]=[CH:34][CH:33]=1)[CH2:6][C@H:7]1[CH2:18][CH2:17][C:16]2[S:15][C:14]3[N:13]=[CH:12][N:11]=[C:10]([O:19][CH:20]4[CH2:21][CH2:22][CH:23]([N:26]([CH3:42])[CH3:27])[CH2:24][CH2:25]4)[C:9]=3[C:8]1=2)(=[O:4])[NH2:3] |f:0.1,3.4|. Procedure: A solution of benzyl N-[(1S)-1-carbamoyl-2-[(3R)-12-[[4-(methylamino)cyclohexyl]oxy]-7-thia-9,11-diazatricyclo[6.4.0.0[2,6]]dodeca-1(8),2(6),9,11-tetraen-3-yl]ethyl]carbamate hydrochloride (100 mg, 0.18 mmol, 1.00 equiv) in methanol (10 mL) was added HCHO (37%, 2 mL) and stirred for 0.5 h at room temperature. This was followed by the addition of NaBH3CN (33.6 mg, 0.53 mmol, 2.99 equiv) at 0° C. and the resulting solution was allowed to react, with stirring, for an additional 2 h at room temperat...